Dataset: the Open Reaction Database (ORD), a public repository of structured organic reaction records. Task: describe an organic reaction: reactants, conditions, products, and yield The reactants are CN (MeNH2), CC1=CC=C(C=N1)CCl ((6-methyl-3-pyridyl)methyl chloride). Run at time 1.5 hour. Product: CNCC=1C=NC(=CC1)C (N-Methyl-N-(6-methyl-3-pyridylmethyl)amine). Reaction SMILES: [CH3:1][NH2:2].[CH3:3][C:4]1[N:9]=[CH:8][C:7]([CH2:10]Cl)=[CH:6][CH:5]=1>>[CH3:1][NH:2][CH2:10][C:7]1[CH:8]=[N:9][C:4]([CH3:3])=[CH:5][CH:6]=1. Procedure: A mixture of 16.6 g of 40% aqueous MeNH2 solution and 52 ml of CH2CN was cooled with ice and 6.08 g (0.043 mole in terms of pure product) of crude (6-methyl-3-pyridyl)methyl chloride was added dropwise with constant stirring. After completion of dropwise addition, the mixture was stirred at room temperature for 1.5 hours, at the end of which time the solvent was distilled off. The solid residue was extracted with CH2Cl2 and the CH2Cl2 layer was dried over MgSO4. The CH2Cl2 was distilled off and ... Product: OCC1=C(CBr)C=CC=C1 (2-Hydroxymethylbenzyl bromide). Reaction conditions: time 2 day. The solvent is C(Cl)Cl (methylene chloride). Reported procedure: A mixture of 1.2 benzenedimethanol (1.41 g, 10 mmol), carbontetrabromide (3.648 g, 11 mmol), triphenylphosphine (2.885 g, 11 mmol) in dry methylene chloride (50 ml) was stirred at rt over 2 days under argon. The solvent was removed under reduced pressure and the residue chromotographed (flash silica gel, 1:1 t-butyl methyl ether: hexanes) to afford the title compound as a white solid. (0.99 g, 49%) Reactants: C=1(C(=CC=CC1)CO)CO (benzenedimethanol), C(Br)(Br)(Br)Br (carbontetrabromide), C1(=CC=CC=C1)P(C1=CC=CC=C1)C1=CC=CC=C1 (triphenylphosphine). As a reaction SMILES: [C:1]1([CH2:9]O)[C:2]([CH2:7][OH:8])=[CH:3][CH:4]=[CH:5][CH:6]=1.C(Br)(Br)(Br)[Br:12].C1(P(C2C=CC=CC=2)C2C=CC=CC=2)C=CC=CC=1>C(Cl)Cl>[OH:8][CH2:7][C:2]1[CH:3]=[CH:4][CH:5]=[CH:6][C:1]=1[CH2:9][Br:12].